This data is from the Open Reaction Database (ORD), a public repository of structured organic reaction records. The task is: describe an organic reaction: reactants, conditions, products, and yield Starting materials: C(OC1=CC=C(C=C1)[N+](=O)[O-])(OC1=CC=C(C=C1)[N+](=O)[O-])=O (bis-(p-nitrophenyl) carbonate), C1=CC=CC=2C3=CC=CC=C3C(C12)COC(=O)N(CCN[C@H](C(=O)OC(C)(C)C)C(C)(C)C)CC1=NC2=C(N1C)C=CC=C2 (tert-butyl(2S)-2-[(2-{[(9H-fluoren-9-ylmethoxy)carbonyl][(1-methyl-1H-benzimidazol-2-yl)methyl]amino}ethyl)amino]-3,3-dimethylbutanoate), C(C)NCC (diethylamine). Run in ClCCCl (1,2-dichloroethane), CN(C=O)C (N,N-dimethylformamide). Reaction conditions: temperature 25 celsius, time 1.5 hour. Yields the product CC([C@@H](C(=O)OC(C)(C)C)N1C(N(CC1)CC1=NC2=C(N1C)C=CC=C2)=O)(C)C (tert-butyl(2S)-3,3-dimethyl-2-{3-[(1-methyl-1H-benzimidazol-2-yl)methyl]-2-oxo-1-imidazolidinyl}butanoate). The yield is 62.7%. As a reaction SMILES: C1C2C(CO[C:16]([N:18]([CH2:34][C:35]3[N:39]([CH3:40])[C:38]4[CH:41]=[CH:42][CH:43]=[CH:44][C:37]=4[N:36]=3)[CH2:19][CH2:20][NH:21][C@@H:22]([C:30]([CH3:33])([CH3:32])[CH3:31])[C:23]([O:25][C:26]([CH3:29])([CH3:28])[CH3:27])=[O:24])=[O:17])C3C(=CC=CC=3)C=2C=CC=1.C(NCC)C.C(=O)(OC1C=CC([N+]([O-])=O)=CC=1)OC1C=CC([N+]([O-])=O)=CC=1>CN(C)C=O.ClCCCl>[CH3:31][C:30]([CH3:32])([CH3:33])[C@H:22]([N:21]1[CH2:20][CH2:19][N:18]([CH2:34][C:35]2[N:39]([CH3:40])[C:38]3[CH:41]=[CH:42][CH:43]=[CH:44][C:37]=3[N:36]=2)[C:16]1=[O:17])[C:23]([O:25][C:26]([CH3:28])([CH3:27])[CH3:29])=[O:24]. Procedure: A solution of the product of Example 59D (0.19 g) in N,N-dimethylformamide (3.5 mL) was treated with diethylamine (0.35 mL), stirred at 25° C. for 1.5 hours and concentrated. A solution of the residue in 1,2-dichloroethane (7 mL) was treated with bis-(p-nitrophenyl) carbonate (0.128 g, 1.2 eq.), stirred at 60° C. for 16 hours and concentrated. The residue was chromatographed on silica gel, eluting with ethyl acetate:dichloromethane (3:2) to give 80 mg (64% yield) of the title compound. Starting materials: O=C1N(C(C2=CC=CC=C12)=O)CCN1C(C(=C(C2=NC=C(C=C12)CC1=CC=C(C=C1)F)O)C(=O)OCC)=O (ethyl 1-[2-(1,3-dioxo-1,3-dihydro-2H-isoindol-2-yl)ethyl]-7-[(4-fluorophenyl)methyl]-4-hydroxy-2-oxo-1,2-dihydro-1,5-naphthyridine-3-carboxylate), NC(CO)C (2-amino-1-propanol), amine. Solvent: CCO (EtOH). Product: O=C1N(C(C2=CC=CC=C12)=O)CCN1C(C(=C(C2=NC=C(C=C12)CC1=CC=C(C=C1)F)O)C(=O)NC(CO)C)=O (1-[2-(1,3-Dioxo-1,3-dihydro-2H-isoindol-2-yl)ethyl]-7-[(4-fluorophenyl)methyl]-4-hydroxy-N-(2-hydroxy-1-methylethyl)-2-oxo-1,2-dihydro-1,5-naphthyridine-3-carboxamide). As a reaction SMILES: [O:1]=[C:2]1[C:10]2[C:5](=[CH:6][CH:7]=[CH:8][CH:9]=2)[C:4](=[O:11])[N:3]1[CH2:12][CH2:13][N:14]1[C:23]2[C:18](=[N:19][CH:20]=[C:21]([CH2:24][C:25]3[CH:30]=[CH:29][C:28]([F:31])=[CH:27][CH:26]=3)[CH:22]=2)[C:17]([OH:32])=[C:16]([C:33](OCC)=[O:34])[C:15]1=[O:38].[NH2:39][CH:40]([CH3:43])[CH2:41][OH:42]>CCO>[O:11]=[C:4]1[C:5]2[C:10](=[CH:9][CH:8]=[CH:7][CH:6]=2)[C:2](=[O:1])[N:3]1[CH2:12][CH2:13][N:14]1[C:23]2[C:18](=[N:19][CH:20]=[C:21]([CH2:24][C:25]3[CH:26]=[CH:27][C:28]([F:31])=[CH:29][CH:30]=3)[CH:22]=2)[C:17]([OH:32])=[C:16]([C:33]([NH:39][CH:40]([CH3:43])[CH2:41][OH:42])=[O:34])[C:15]1=[O:38]. Procedure details: A solution of ethyl 1-[2-(1,3-dioxo-1,3-dihydro-2H-isoindol-2-yl)ethyl]-7-[(4-fluorophenyl)methyl]-4-hydroxy-2-oxo-1,2-dihydro-1,5-naphthyridine-3-carboxylate (0.025 g, 0.049 mmol) in EtOH (1 mL) under nitrogen was treated with 2-amino-1-propanol (0.0041 mL, 0.051 mmol) for 10 min. (150° C. in a microwave vessel. An additional 0.001 mL of the amine was added to the reaction and it was further microwaved for 20 min.@150° C. The reaction was then cooled to ambient temperature and the resulting sus... Starting materials: C(C)C(CC)N1C=NC(=C1)NC(C(CCC)N)=O (2-Amino-pentanoic acid [1-(1-ethyl-propyl)-1H-imidazol-4-yl]-amide), FC=1C=C2CCC(CC2=C(C1)F)=O (6,8-Difluoro-3,4-dihydro-1H-naphthalen-2-one). Yields the product C(C)C(CC)N1C=NC(=C1)NC(C(CCC)NC1CC2=C(C=C(C=C2CC1)F)F)=O (2-(6,8-Difluoro-1,2,3,4-tetrahydro-naphthalen-2-ylamino)-pentanoic acid [1-(1-ethyl-propyl)-1H-imidazol-4-yl]-amide). As a reaction SMILES: [CH2:1]([CH:3]([N:6]1[CH:10]=[C:9]([NH:11][C:12](=[O:18])[CH:13]([NH2:17])[CH2:14][CH2:15][CH3:16])[N:8]=[CH:7]1)[CH2:4][CH3:5])[CH3:2].[F:19][C:20]1[CH:21]=[C:22]2[C:27](=[C:28]([F:30])[CH:29]=1)[CH2:26][C:25](=O)[CH2:24][CH2:23]2>>[CH2:1]([CH:3]([N:6]1[CH:10]=[C:9]([NH:11][C:12](=[O:18])[CH:13]([NH:17][CH:25]2[CH2:24][CH2:23][C:22]3[C:27](=[C:28]([F:30])[CH:29]=[C:20]([F:19])[CH:21]=3)[CH2:26]2)[CH2:14][CH2:15][CH3:16])[N:8]=[CH:7]1)[CH2:4][CH3:5])[CH3:2]. Procedure: 2-Amino-pentanoic acid [1-(1-ethyl-propyl)-1H-imidazol-4-yl]-amide was reacted with 6,8-Difluoro-3,4-dihydro-1H-naphthalen-2-one to provide the title compound: C13 NMR (100 MHz, CDCl3) 10.9, 14.1, 14.2, 19.5, 19.6, 28.2, 28.6, 28.7, 28.9, 29.6, 29.9, 36.5, 36.6, 51.9, 52.3, 60.1, 60.6, 62.9, 100.7, 100.9, 101.2, 104.2, 110.5, 110.6, 110.8, 118.2, 118.5, 132.4, 137.9, 138.0, 139.6, 139.9, 159.8, 162.1, 162.2, 172.2, 172.4; MS 419.2 m/z (M+1).